This data is from the Open Reaction Database (ORD), a public repository of structured organic reaction records. The task is: describe an organic reaction: reactants, conditions, products, and yield Starting materials: COC(C1=C(C=C(C=C1)[N+](=O)[O-])COC1=CC(=CC=C1)NC(C)=O)=O (2-(3-Acetylaminophenoxymethyl)-4-nitrobenzoic acid methyl ester), [OH-].[K+] (KOH). Solvent: CO (methanol). RXN SMILES: C[O:2][C:3](=[O:25])[C:4]1[CH:9]=[CH:8][C:7]([N+:10]([O-:12])=[O:11])=[CH:6][C:5]=1[CH2:13][O:14][C:15]1[CH:20]=[CH:19][CH:18]=[C:17]([NH:21][C:22](=[O:24])[CH3:23])[CH:16]=1.[OH-].[K+]>CO>[C:22]([NH:21][C:17]1[CH:16]=[C:15]([CH:20]=[CH:19][CH:18]=1)[O:14][CH2:13][C:5]1[CH:6]=[C:7]([N+:10]([O-:12])=[O:11])[CH:8]=[CH:9][C:4]=1[C:3]([OH:25])=[O:2])(=[O:24])[CH3:23] |f:1.2|. Procedure details: In accordance with general method V, 1.30 g (3.78 mmol) of (3) are dissolved in 20 ml of methanol, and 0.70 g (12.50 mmol) of KOH are added. Yield 1.20 g (96.1%); melting point: 225.0° C.; C167H14N2O6 (Mr=330.30) The product is C(C)(=O)NC=1C=C(OCC2=C(C(=O)O)C=CC(=C2)[N+](=O)[O-])C=CC1 (2-(3-Acetylaminophenoxymethyl)-4-nitrobenzoic acid). The reactants are COc1cccc(COCC(C)(C)C(O)C(C)(C)C)c1, ClCCl, O=[Cr](=O)([O-])Cl, c1cc[nH+]cc1. Product: COc1cccc(COCC(C)(C)C(=O)C(C)(C)C)c1. As a reaction SMILES: [CH3:1][O:2][c:3]1[cH:4][c:5]([CH2:6][O:7][CH2:8][C:9]([CH:10]([C:11]([CH3:12])([CH3:13])[CH3:14])[OH:15])([CH3:16])[CH3:17])[cH:18][cH:19][cH:20]1.[Cl:32][CH2:33][Cl:34].[O:21]=[Cr:22]([Cl:23])([O-:24])=[O:25].[nH+:26]1[cH:27][cH:28][cH:29][cH:30][cH:31]1>>[CH3:1][O:2][c:3]1[cH:4][c:5]([CH2:6][O:7][CH2:8][C:9]([C:10]([C:11]([CH3:12])([CH3:13])[CH3:14])=[O:15])([CH3:16])[CH3:17])[cH:18][cH:19][cH:20]1. Starting materials: C(=O)(OC)C(CCCCCCCCCCCC(CC(=O)O)(CC(=O)O)O)(C)C (3-(12-Carbomethoxy-12-methyl-tridecyl)-3-hydroxy glutaric acid), C(=O)(O)C(CCCCCCCCCCCC(CC(=O)O)(CC(=O)O)O)(C)C (3-(12-Carboxy-12-methyl-tridecyl)-3-hydroxy glutaric acid), Dimethyl 3-(12-carbomethoxy-12-methyl-tridecyl)-3-hydroxy glutarate. Product: OCC(CCCCCCCCCCCC(CC(=O)O)(CC(=O)O)O)(C)C (3-(13-Hydroxy-12,12-dimethyl-tridecyl)-3-hydroxy glutaric acid). RXN SMILES: [C:1]([C:5]([CH3:28])([CH3:27])[CH2:6][CH2:7][CH2:8][CH2:9][CH2:10][CH2:11][CH2:12][CH2:13][CH2:14][CH2:15][CH2:16][C:17]([OH:26])([CH2:22][C:23]([OH:25])=[O:24])[CH2:18][C:19]([OH:21])=[O:20])(OC)=[O:2].C(C(C)(C)CCCCCCCCCCCC(O)(CC(O)=O)CC(O)=O)(O)=O>>[OH:2][CH2:1][C:5]([CH3:28])([CH3:27])[CH2:6][CH2:7][CH2:8][CH2:9][CH2:10][CH2:11][CH2:12][CH2:13][CH2:14][CH2:15][CH2:16][C:17]([OH:26])([CH2:22][C:23]([OH:25])=[O:24])[CH2:18][C:19]([OH:21])=[O:20]. Procedure: ##STR10## 3-(12-Carbomethoxy-12-methyl-tridecyl)-3-hydroxy glutaric acid; ##STR11## 3-(12-Carboxy-12-methyl-tridecyl)-3-hydroxy glutaric acid; ##STR12## and Dimethyl 3-(12-carbomethoxy-12-methyl-tridecyl)-3-hydroxy glutarate. ##STR13## Reaction SMILES: [C:1]([OH:6])(=[O:5])[CH2:2][CH2:3][CH3:4].C([N-]C(C)C)(C)C.[Li+].CN1C(=O)N(C)CCC1.[CH:24]([C:26]1[CH:27]=[C:28]2[C:32](=[CH:33][CH:34]=1)[N:31]([CH2:35][CH2:36][CH3:37])[CH:30]=[C:29]2[CH2:38][C:39]1[CH:48]=[CH:47][C:42]([C:43]([O:45][CH3:46])=[O:44])=[CH:41][C:40]=1[O:49][CH3:50])=[O:25].C(O)(=O)CC(CC(O)=O)(C(O)=O)O>O1CCCC1>[C:1]([CH:2]([CH2:3][CH3:4])[CH:24]([C:26]1[CH:27]=[C:28]2[C:32](=[CH:33][CH:34]=1)[N:31]([CH2:35][CH2:36][CH3:37])[CH:30]=[C:29]2[CH2:38][C:39]1[CH:48]=[CH:47][C:42]([C:43]([O:45][CH3:46])=[O:44])=[CH:41][C:40]=1[O:49][CH3:50])[OH:25])([OH:6])=[O:5] |f:1.2|. Reactants: C(CCC)(=O)O (butyric acid), C(CCC)(=O)O (butyric acid), C(C)(C)[N-]C(C)C.[Li+] (lithium di-isopropylamide), CN1CCCN(C1=O)C (dimethylpropyleneurea), C(=O)C=1C=C2C(=CN(C2=CC1)CCC)CC1=C(C=C(C(=O)OC)C=C1)OC (methyl 4-[5-formyl-1-propylindol-3-ylmethyl]-3-methoxybenzoate), C(CC(O)(C(=O)O)CC(=O)O)(=O)O (citric acid). The product is C(=O)(O)C(C(O)C=1C=C2C(=CN(C2=CC1)CCC)CC1=C(C=C(C(=O)OC)C=C1)OC)CC (methyl 4-[5-(2-carboxy-1-hydroxybutyl)-1-propylindol-3-ylmethyl]-3-methoxybenzoate). Procedure details: A solution of the dianion of butyric acid (5.6 mmol) [prepared from butyric acid (5.6 mmol) and lithium di-isopropylamide (5.6 mmol) in tetrahydrofuran (THF) (30 ml) and dimethylpropyleneurea (11.2 mmol)]was added to a solution of methyl 4-[5-formyl-1-propylindol-3-ylmethyl]-3-methoxybenzoate (2.0 g) in THF (15 ml) cooled in an ice-bath, under a nitrogen atmosphere, at such a rate as to maintain the temperature of the reaction below 10°. The mixture was allowed to warm to room temperature, stirr... Solvent: O1CCCC1 (tetrahydrofuran), O1CCCC1 (THF). Starting materials: 0.5h, solution, CC1=CC=NC=2CCCCC12 (5,6,7,8-Tetrahydro-4-methylquinoline), 0.5h, Cl (hydrochloric acid), CC=1C=NC=2C(CCCC2C1)=O (6,7-Dihydro-3-methyl-quinolin-8(5H)-one), C1CCOC1 (THF). Conditions: time 0.5 hour. The product is Cl.CC1=CC=NC=2C(CCCC12)C(C1=CC(=C(C=C1)C)C)=O (5,6,7,8-tetrahydro-4-methyl-8-(3,4-dimethylbenzoyl)quinoline hydrochloride). RXN SMILES: [CH3:1][C:2]1[C:11]2[CH2:10][CH2:9][CH2:8][CH2:7][C:6]=2[N:5]=[CH:4][CH:3]=1.[CH3:12][C:13]1[CH:14]=NC2C(=O)CCC[C:21]=2[CH:22]=1.[ClH:24].[CH2:25]1[CH2:29][O:28][CH2:27][CH2:26]1>>[ClH:24].[CH3:1][C:2]1[C:11]2[CH2:10][CH2:9][CH2:8][CH:7]([C:27](=[O:28])[C:26]3[CH:25]=[CH:29][C:22]([CH3:21])=[C:13]([CH3:14])[CH:12]=3)[C:6]=2[N:5]=[CH:4][CH:3]=1 |f:4.5|. Reported procedure: After 0.5h, a 1.36M solution of butyl lithium (11.2ml, 0.017m) was added at 0.° C. and the mixture stirred at this temperature for a further 0.5h. A solution of 3,4-dimethylbenzonitrile (2.6g, 0.02m) in THF (20ml) was added rapidly and after 0.5h a solution of 2M hydrochloric acid (40ml) was added and the aqueous phase separated. This was basified with solid potassium carbonate and the mixture extracted with ether. The mixture was purified by chromatography on silica using ether as eluant. The i... Reactants: CC(C)(C)OC(=O)N1CCN(CCCBr)CC1, O=C([O-])[O-], CCOC(C)=O, CC#N, Cn1cnc2c(C#N)nc(-c3cc(Cl)c(O)c(C(F)(F)F)c3)cc21, [K+], [K+], O. The product is Cn1cnc2c(C#N)nc(-c3cc(Cl)c(OCCCN4CCN(C(=O)OC(C)(C)C)CC4)c(C(F)(F)F)c3)cc21. As a reaction SMILES: [C:1]([CH3:2])([CH3:3])([CH3:4])[O:5][C:6](=[O:7])[N:8]1[CH2:9][CH2:10][N:11]([CH2:14][CH2:15][CH2:16][Br:17])[CH2:12][CH2:13]1.[C:42](=[O:43])([O-:44])[O-:45].[CH3:48][CH2:49][O:50][C:51](=[O:52])[CH3:53].[CH3:54][C:55]#[N:56].[Cl:18][c:19]1[cH:20][c:21](-[c:30]2[cH:31][c:32]3[c:33]([c:34]([C:36]#[N:37])[n:35]2)[n:38][cH:39][n:40]3[CH3:41])[cH:22][c:23]([C:26]([F:27])([F:28])[F:29])[c:24]1[OH:25].[K+:46].[K+:47].[OH2:57]>>[C:1]([CH3:2])([CH3:3])([CH3:4])[O:5][C:6](=[O:7])[N:8]1[CH2:9][CH2:10][N:11]([CH2:14][CH2:15][CH2:16][O:25][c:24]2[c:19]([Cl:18])[cH:20][c:21](-[c:30]3[cH:31][c:32]4[c:33]([c:34]([C:36]#[N:37])[n:35]3)[n:38][cH:39][n:40]4[CH3:41])[cH:22][c:23]2[C:26]([F:27])([F:28])[F:29])[CH2:12][CH2:13]1. Starting materials: N1=C(C=CC=C1)S(=O)(=O)Cl (2-Pyridine sulfonyl chloride), C(C)(C)(C)OC(N[C@@H](CC(C)C)C(N[C@@H]1[C@H](CN[C@@H](CC1)C)O)=O)=O ([(S)-1-((3S,4S,7R)-3-hydroxy-7-methyl-azepan-4-ylcarbamoyl)-3-methyl-butyl]-carbamic acid tert-butyl ester), C([O-])(O)=O.[Na+] (sodium bicarbonate). Solvent: C(Cl)Cl (CH2Cl2), O (H2O), CCOC(=O)C (EtOAc). Reaction conditions: time 30 minute. Yields the product C(C)(C)(C)OC(N[C@@H](CC(C)C)C(N[C@@H]1[C@@H](C(N[C@@H](CC1)C)S(=O)(=O)C1=NC=CC=C1)O)=O)=O ([(S)-1-((3S,4S,7R)-2-Pyridinesulfonyl-3-hydroxy-7-methyl-azepan-4-ylcarbamoyl)-3-methyl-butyl]-carbamic acid tert-butyl ester). Isolated yield 104.9%. RXN SMILES: [N:1]1[CH:6]=[CH:5][CH:4]=[CH:3][C:2]=1[S:7](Cl)(=[O:9])=[O:8].[C:11]([O:15][C:16](=[O:35])[NH:17][C@H:18]([C:23](=[O:34])[NH:24][C@H:25]1[CH2:31][CH2:30][C@@H:29]([CH3:32])[NH:28][CH2:27][C@@H:26]1[OH:33])[CH2:19][CH:20]([CH3:22])[CH3:21])([CH3:14])([CH3:13])[CH3:12].C(=O)(O)[O-].[Na+]>C(Cl)Cl.O.CCOC(C)=O>[C:11]([O:15][C:16](=[O:35])[NH:17][C@H:18]([C:23](=[O:34])[NH:24][C@H:25]1[CH2:31][CH2:30][C@@H:29]([CH3:32])[NH:28][CH:27]([S:7]([C:2]2[CH:3]=[CH:4][CH:5]=[CH:6][N:1]=2)(=[O:9])=[O:8])[C@H:26]1[OH:33])[CH2:19][CH:20]([CH3:22])[CH3:21])([CH3:13])([CH3:14])[CH3:12] |f:2.3|. Reported procedure: 2-Pyridine sulfonyl chloride (0.71 g, 0.4 mmol) was added to a solution of [(S)-1-((3S,4S,7R)-3-hydroxy-7-methyl-azepan-4-ylcarbamoyl)-3-methyl-butyl]-carbamic acid tert-butyl ester (0.126 g, 0.344 mmol), sodium bicarbonate (0.87 g, 1.03 mmol) in CH2Cl2 (3 ml) and H2O (2 ml) and was stirred at RT for 30 minutes. The reaction mixture was diluted with EtOAc (100 ml), washed with H2O, brine, dried with magnesium sulfate, filtered, concentrated in vacuo by rotary evaporation, and chromatographed (si...